From a dataset of the Open Reaction Database (ORD), a public repository of structured organic reaction records. describe an organic reaction: reactants, conditions, products, and yield Starting materials: C(C1=CC=CC=C1)(C1=CC=CC=C1)N1CCNCC1 (benzhydrylpiperazine), TEA, ClCCCC(=O)Cl (4-chlorobutyric chloride). Solvent: C1CCOC1 (THF), C1CCOC1 (THF). Conditions: temperature 0 celsius, time 3 hour. Product: ClCCCC(=O)N1CCN(CC1)C(C1=CC=CC=C1)C1=CC=CC=C1 (1-(4-chlorobutyryl)-4-diphenylmethyl-piperazine). RXN SMILES: [CH:1]([N:14]1[CH2:19][CH2:18][NH:17][CH2:16][CH2:15]1)([C:8]1[CH:13]=[CH:12][CH:11]=[CH:10][CH:9]=1)[C:2]1[CH:7]=[CH:6][CH:5]=[CH:4][CH:3]=1.[Cl:20][CH2:21][CH2:22][CH2:23][C:24](Cl)=[O:25]>C1COCC1>[Cl:20][CH2:21][CH2:22][CH2:23][C:24]([N:17]1[CH2:18][CH2:19][N:14]([CH:1]([C:8]2[CH:13]=[CH:12][CH:11]=[CH:10][CH:9]=2)[C:2]2[CH:7]=[CH:6][CH:5]=[CH:4][CH:3]=2)[CH2:15][CH2:16]1)=[O:25]. Procedure details: 25 g (99 mmol) benzhydrylpiperazine and 15.2 ml (109 mmol) TEA are present in 200 ml absolute THF and cooled to ca. 0° C. under moisture exclusion. 14 g (99 mmol) 4-chlorobutyric chloride are dissolved in 40 ml absolute THF and added dropwise. The mixture is stirred an additional three hours at RT and subsequently filtered. The filtrate is concentrated under vacuum, the residue is taken up in acetic acid ethyl ester and washed with saturated NaCl solution. The organic phase is dried over sodium ... Reactants: ClC=1C=C2C=CCC2=CC1Cl (5,6-dichloro-1H-indene), BrC=1C=C(C=C2C=CCC12)F (7-Bromo-5-fluoro-1H-indene), O (water). The solvent is CS(=O)C (dimethylsulfoxide). Reaction conditions: temperature 25 celsius, time 1 hour. Yields the product BrC1C(C2=CC(=C(C=C2C1)Cl)Cl)O (2-bromo-5,6-dichloro-indan-1-ol). Reaction SMILES: [Cl:1][C:2]1[CH:3]=[C:4]2[C:8](=[CH:9][C:10]=1[Cl:11])[CH2:7][CH:6]=[CH:5]2.[Br:12]C1C=C(F)C=C2C=1CC=C2.[OH2:23]>CS(C)=O>[Br:12][CH:6]1[CH2:5][C:4]2[C:8](=[CH:9][C:10]([Cl:11])=[C:2]([Cl:1])[CH:3]=2)[CH:7]1[OH:23]. Reported procedure: According to Scheme 2, step IV: To a solution of 5,6-dichloro-1H-indene (5f) (1.28 g, 6.92 mmol), which was obtained according to Scheme 2 by following a reaction sequence according to synthesis of (5a), in dimethylsulfoxide (6.5 ml) and water (0.16 ml) N-bromosuccinimide (2.44 g, 13.7 mmol) was added at 10° C. and the mixture was stirred at 25° C. for 1 h. The mixture was poured on water, stirred for 30 min and the solid material was filtered off. The crude product was purified by silica gel ch... Yields the product CCCCCCCCCC[N+](C)(C)CCCCCCCCCC, O=C([O-])C(O)c1ccccc1. The reactants are CCCCCCCCCC[N+](C)(C)CCCCCCCCCC, ClC(Cl)Cl, [Cl-], [Na+], [OH-], O=C(O)C(O)c1ccccc1. RXN SMILES: [CH2:2]([CH2:3][CH2:4][CH2:5][CH2:6][CH2:7][CH2:8][CH2:9][CH2:10][CH3:11])[N+:12]([CH3:13])([CH3:14])[CH2:15][CH2:16][CH2:17][CH2:18][CH2:19][CH2:20][CH2:21][CH2:22][CH2:23][CH3:24].[CH:38]([Cl:39])([Cl:40])[Cl:41].[Cl-:1].[Na+:37].[OH-:36].[OH:25][CH:26]([C:27]([OH:28])=[O:29])[c:30]1[cH:31][cH:32][cH:33][cH:34][cH:35]1>>[CH2:2]([CH2:3][CH2:4][CH2:5][CH2:6][CH2:7][CH2:8][CH2:9][CH2:10][CH3:11])[N+:12]([CH3:13])([CH3:14])[CH2:15][CH2:16][CH2:17][CH2:18][CH2:19][CH2:20][CH2:21][CH2:22][CH2:23][CH3:24].[OH:25][CH:26]([C:27](=[O:28])[O-:29])[c:30]1[cH:31][cH:32][cH:33][cH:34][cH:35]1. Reactants: IC1=CC=C(C=C1)\C(=C/CO)\C1=CC=C(C=C1)SC(F)(F)F ((Z)-3-(4-iodo-phenyl)-3-[4-(trifluoromethylsulfanyl)phenyl]prop-2-en-1-ol), CC1=C(OCC(=O)O)C=CC(=C1)OC\C=C(/C1=CC=CC=C1)\C1=CC=C(C=C1)C#CCN1CCOCC1 ((E)-[2-Methyl-4-[3-[4-[3-(morpholin-4-yl)propynyl]phenyl]-3-phenylallyloxy]phenoxy]acetic Acid), C1(=CC=CC=C1)P(C1=CC=CC=C1)C1=CC=CC=C1 (triphenylphosphine), N(=NC(=O)OC(C)C)C(=O)OC(C)C (diisopropyl azodicarboxylate). Solvent: C1(=CC=CC=C1)C (toluene), O1CCCC1 (tetrahydrofuran), O1CCCC1 (tetrahydrofuran). Run at temperature 0 celsius, time 5 hour. Product: IC1=CC=C(C=C1)\C(=C/COC1=CC(=C(OCC(=O)OC)C=C1)C)\C1=CC=C(C=C1)SC(F)(F)F (methyl (Z)-[4-[3-(4-iodophenyl)-3-[4-(trifluoromethyl-sulfanyl)phenyl]allyloxy]-2-methylphenoxy]acetate). As a reaction SMILES: [I:1][C:2]1[CH:7]=[CH:6][C:5](/[C:8](/[C:12]2[CH:17]=[CH:16][C:15]([S:18][C:19]([F:22])([F:21])[F:20])=[CH:14][CH:13]=2)=[CH:9]\[CH2:10][OH:11])=[CH:4][CH:3]=1.[CH3:23][C:24]1[CH:34]=[C:33](OC/C=C(/C2C=CC(C#CCN3CCOCC3)=CC=2)\C2C=CC=CC=2)[CH:32]=[CH:31][C:25]=1[O:26][CH2:27][C:28]([OH:30])=[O:29].[C:60]1(P(C2C=CC=CC=2)C2C=CC=CC=2)C=CC=CC=1.N(C(OC(C)C)=O)=NC(OC(C)C)=O>C1(C)C=CC=CC=1.O1CCCC1>[I:1][C:2]1[CH:7]=[CH:6][C:5](/[C:8](/[C:12]2[CH:17]=[CH:16][C:15]([S:18][C:19]([F:22])([F:20])[F:21])=[CH:14][CH:13]=2)=[CH:9]\[CH2:10][O:11][C:33]2[CH:32]=[CH:31][C:25]([O:26][CH2:27][C:28]([O:30][CH3:60])=[O:29])=[C:24]([CH3:23])[CH:34]=2)=[CH:4][CH:3]=1. Procedure details: The above allyl alcohol (1.09 g, 2.4 mmol), methyl (4-hydroxy-2-methylphenoxy)acetate (0.549 g, 27.9 mmol; example 2) and triphenylphosphine (0.755 g, 28.8 mmol) were dissolved in a mixture of anhydrous toluene (20 mL) and tetrahydrofuran (10 mL). The mixture was cooled to 0° C., kept under argon and a degassed solution of diisopropyl azodicarboxylate (0.56 mL, 28.8 mmol) in anhydrous tetrahydrofuran (5 mL) was added dropwise during 30 min. The reaction mixture was allowed to warm up the ambient... The reactants are 4-(methoxymethyl)boronic acid, ClC1=NC=CC=C1N1CCN(CC1)CCN(S(=O)(=O)C=1C=NN(C1)C)C (1-methyl-1H-pyrazole-4-sulfonic acid {2-[4-(2-chloro-pyridin-3-yl)-piperazin-1-yl]-ethyl}-methyl-amide), COCCOC.O (DME H2O), C([O-])([O-])=O.[K+].[K+] (potassium carbonate). Reagents/catalysts: [Pd].C1(=CC=CC=C1)P(C1=CC=CC=C1)C1=CC=CC=C1.C1(=CC=CC=C1)P(C1=CC=CC=C1)C1=CC=CC=C1.C1(=CC=CC=C1)P(C1=CC=CC=C1)C1=CC=CC=C1.C1(=CC=CC=C1)P(C1=CC=CC=C1)C1=CC=CC=C1 (tetrakis(triphenylphosphine)-palladium). Conditions: temperature 80 celsius. Yields the product Cl.COCC1=CC=C(C=C1)C1=NC=CC=C1N1CCN(CC1)CCN(S(=O)(=O)C=1C=NN(C1)C)C (1-Methyl-1H-pyrazole-4-sulfonic acid (2-{4-[2-(4-methoxymethyl-phenyl)-pyridin-3-yl]-piperazin-1-yl}-ethyl)-methyl-amide hydrochloride). RXN SMILES: [Cl:1][C:2]1[C:7]([N:8]2[CH2:13][CH2:12][N:11]([CH2:14][CH2:15][N:16]([CH3:26])[S:17]([C:20]3[CH:21]=[N:22][N:23]([CH3:25])[CH:24]=3)(=[O:19])=[O:18])[CH2:10][CH2:9]2)=[CH:6][CH:5]=[CH:4][N:3]=1.C(=O)([O-])[O-].[K+].[K+].[CH3:33][O:34][CH2:35][CH2:36]OC.O>[Pd].C1(P(C2C=CC=CC=2)C2C=CC=CC=2)C=CC=CC=1.C1(P(C2C=CC=CC=2)C2C=CC=CC=2)C=CC=CC=1.C1(P(C2C=CC=CC=2)C2C=CC=CC=2)C=CC=CC=1.C1(P(C2C=CC=CC=2)C2C=CC=CC=2)C=CC=CC=1>[ClH:1].[CH3:33][O:34][CH2:35][C:36]1[CH:2]=[CH:7][C:6]([C:2]2[C:7]([N:8]3[CH2:13][CH2:12][N:11]([CH2:14][CH2:15][N:16]([CH3:26])[S:17]([C:20]4[CH:21]=[N:22][N:23]([CH3:25])[CH:24]=4)(=[O:19])=[O:18])[CH2:10][CH2:9]3)=[CH:6][CH:5]=[CH:4][N:3]=2)=[CH:5][CH:4]=1 |f:1.2.3,4.5,6.7.8.9.10,11.12|. Reported procedure: Dissolve 1-methyl-1H-pyrazole-4-sulfonic acid {2-[4-(2-chloro-pyridin-3-yl)-piperazin-1-yl]-ethyl}-methyl-amide (0.200 g, 0.501 mmol) in DME-H2O (6 mL; 3:1 v/v, previously degassed with nitrogen). Add 4-(methoxymethyl)boronic acid (0.125 g, 0.752 mmol), potassium carbonate (0.166 g, 1.203 mmol) and tetrakis(triphenylphosphine)-palladium (0.029 g, 0.025 mmol). Heat the reaction mixture at 80° C. for 8 hr. Cool to room temperature and concentrate to remove DME. Dilute with ethyl acetate and brine....